Dataset: the Open Reaction Database (ORD), a public repository of structured organic reaction records. Task: describe an organic reaction: reactants, conditions, products, and yield Reported procedure: To a solution of 6-[(4-acetyl-2,6-dichlorophenyl)amino]pyrido[4,3-c]-1,6-naphthyridin-10(9H)-one (Examples 144 and 145, Step 3) (1.3 g, 3.26 mmol) in THF (30 mL) at 0° C. under nitrogen atmosphere was added methyl magnesium bromide (11.6 mL, 1.4 M in THF/toluene) and the reaction mixture stirred for 30 min. The solution was quenched with 1 N citric acid, diluted with 1:1 THF/EtOAc, and neutralized with saturated NaHCO3. The organic layer was concentrated, triturated with diethyl ether, and filte... Product: ClC1=C(C(=CC(=C1)C(C)(C)O)Cl)NC1=NC2=CC=NC=C2C2=C1C=CNC2=O (6-{[2,6-Dichloro-4-(1-hydroxy-1-methylethyl)phenyl]amino}pyrido[4,3-c]-1,6-naphthyridin-10(9H)-one). Reactants: C(C)(=O)C1=CC(=C(C(=C1)Cl)NC1=NC2=CC=NC=C2C2=C1C=CNC2=O)Cl (6-[(4-acetyl-2,6-dichlorophenyl)amino]pyrido[4,3-c]-1,6-naphthyridin-10(9H)-one), C[Mg]Br (methyl magnesium bromide). Conditions: time 30 minute. Run in C1CCOC1 (THF). Reaction SMILES: [C:1]([C:4]1[CH:9]=[C:8]([Cl:10])[C:7]([NH:11][C:12]2[C:21]3[CH:22]=[CH:23][NH:24][C:25](=[O:26])[C:20]=3[C:19]3[C:14](=[CH:15][CH:16]=[N:17][CH:18]=3)[N:13]=2)=[C:6]([Cl:27])[CH:5]=1)(=[O:3])[CH3:2].[CH3:28][Mg]Br>C1COCC1>[Cl:27][C:6]1[CH:5]=[C:4]([C:1]([OH:3])([CH3:28])[CH3:2])[CH:9]=[C:8]([Cl:10])[C:7]=1[NH:11][C:12]1[C:21]2[CH:22]=[CH:23][NH:24][C:25](=[O:26])[C:20]=2[C:19]2[C:14](=[CH:15][CH:16]=[N:17][CH:18]=2)[N:13]=1. Isolated yield 98.8%. Product: C(CCC)SC1=NC=CC(=N1)N1C=C(C2=CC=CC=C12)C(=O)N (1-(2-butylsulfanyl-pyrimidin-4-yl)-1H-indole-3-carboxylic acid amide). Procedure: NaH (480 mg, 12 mmol, 60% suspension) was added to a solution of 1H-indole-3-carboxylic acid amide (1.6 g, 10 mmol) in DMF (5 mL) at 0° C. and stirred for 20 min. A solution of 2-butylsulfanyl-4-chloro-pyrimidine (2.23 g) in DMF (5 mL) was added at 0° C., and the mixture allowed to warm to RT overnight. Water was added to the mixture, and the resulting white solid filtered off, washed with water (20 mL) and DCM (20 mL) and air-dried overnight to provide 1-(2-butylsulfanyl-pyrimidin-4-yl)-1H-indo... Reaction conditions: time 20 minute. Run in CN(C)C=O (DMF), CN(C)C=O (DMF). The reactants are C(CCC)SC1=NC=CC(=N1)Cl (2-butylsulfanyl-4-chloro-pyrimidine), crude product, O (Water), [H-].[Na+] (NaH), N1C=C(C2=CC=CC=C12)C(=O)N (1H-indole-3-carboxylic acid amide). RXN SMILES: [H-].[Na+].[NH:3]1[C:11]2[C:6](=[CH:7][CH:8]=[CH:9][CH:10]=2)[C:5]([C:12]([NH2:14])=[O:13])=[CH:4]1.[CH2:15]([S:19][C:20]1[N:25]=[C:24](Cl)[CH:23]=[CH:22][N:21]=1)[CH2:16][CH2:17][CH3:18].O>CN(C=O)C>[CH2:15]([S:19][C:20]1[N:21]=[C:22]([N:3]2[C:11]3[C:6](=[CH:7][CH:8]=[CH:9][CH:10]=3)[C:5]([C:12]([NH2:14])=[O:13])=[CH:4]2)[CH:23]=[CH:24][N:25]=1)[CH2:16][CH2:17][CH3:18] |f:0.1|. The reactants are CN(C=O)C (dimethylformamide), ClC1=CC=C(C=C1)C=1OCC(N1)(C)C (4-chlorophenyl- 4,4-dimethyl-4,5-dihydrooxazole), C(C)(CC)[Li] (sec-butyllithium), O (water). Solvent: O1CCCC1 (tetrahydrofuran), O1CCCC1 (tetrahydrofuran), CCCCCC (hexane). Run at time 2 hour. Yields the product ClC1=CC(=C(C=C1)C=1OCC(N1)(C)C)C=O (2-(4-Chloro-2-formylphenyl)-4,4-dimethyl-4,5-dihydrooxazole). Reaction SMILES: [Cl:1][C:2]1[CH:7]=[CH:6][C:5]([C:8]2[O:9][CH2:10][C:11]([CH3:14])([CH3:13])[N:12]=2)=[CH:4][CH:3]=1.C([Li])(CC)C.CN(C)[CH:22]=[O:23].O>O1CCCC1.CCCCCC>[Cl:1][C:2]1[CH:3]=[CH:4][C:5]([C:8]2[O:9][CH2:10][C:11]([CH3:14])([CH3:13])[N:12]=2)=[C:6]([CH:22]=[O:23])[CH:7]=1. Reported procedure: To a solution of 16 g (76 mM) of 2-(4-chlorophenyl- 4,4-dimethyl-4,5-dihydrooxazole in 60 ml of dry tetrahydrofuran at -78° C. under an inert atmosphere was added dropwise 75 ml of 1.4M sec-butyllithium in hexane. After 1 hour 9.7 ml of freshly distilled dimethylformamide in 20 ml of tetrahydrofuran was added and stirring was continued for 2 hours at room temperature. The mixture was poured into water (200 ml) and extracted with diethylether (2×100 ml), dried and evaporated to yield the crude pr... The reactants are ClCCNC(=O)N(C1[C@H](O)[C@@H](O)[C@@H](O)[C@H](O1)CO)CC=C (1-(2-chloroethyl)-3-(2-propenyl)-3-D-galactopyranosylurea), C([O-])([O-])=O.[Na+].[Na+] (sodium carbonate), [N+](=O)([N+](=O)[O-])[O-] (nitrogen tetroxide). Solvent: O1CCCC1 (tetrahydrofuran), C(Cl)Cl (methylene chloride). Product: ClCCN(C(=O)N(C1[C@H](O)[C@@H](O)[C@@H](O)[C@H](O1)CO)CC=C)N=O (1-(2-chloroethyl)-1-nitroso-3-(2-propenyl)-3-D-galactopyranosylurea). Isolated yield 71.7%. RXN SMILES: [Cl:1][CH2:2][CH2:3][NH:4][C:5]([N:7]([CH2:19][CH:20]=[CH2:21])[CH:8]1[O:16][C@H:15]([CH2:17][OH:18])[C@H:13]([OH:14])[C@H:11]([OH:12])[C@H:9]1[OH:10])=[O:6].C(=O)([O-])[O-].[Na+].[Na+].[N+:28]([O-])([N+]([O-])=O)=[O:29]>O1CCCC1.C(Cl)Cl>[Cl:1][CH2:2][CH2:3][N:4]([N:28]=[O:29])[C:5]([N:7]([CH2:19][CH:20]=[CH2:21])[CH:8]1[O:16][C@H:15]([CH2:17][OH:18])[C@H:13]([OH:14])[C@H:11]([OH:12])[C@H:9]1[OH:10])=[O:6] |f:1.2.3|. Procedure: 3.2 g of 1-(2-chloroethyl)-3-(2-propenyl)-3-D-galactopyranosylurea are dissolved in a mixture of 60 ml of tetrahydrofuran and 60 ml of methylene chloride, and 15 g of sodium carbonate anhydrate are added thereto. 5 g of nitrogen tetroxide gas are introduced into the mixture for 10 minutes under ice-cooling and stirring. The mixture is treated in the same manner as described in Example 2. 2.5 g of 1-(2-chloroethyl)-1-nitroso-3-(2-propenyl)-3-D-galactopyranosylurea are thereby obtained as yellow c... Starting materials: C(Cl)(Cl)Cl (chloroform), C(C)(=O)O (acetic acid), Cl (HCl), ClC1=C(C=CC=C1)C=CC=1N=CN(C1)C(C1=CC=CC=C1)(C1=CC=CC=C1)C1=CC=CC=C1 (4-[2-(2-chloro-phenyl)-vinyl]-1-trityl-1H-imidazole). The reagents and catalysts are [Pd] (Pd/C). The solvent is C(C)O (ethanol), C(C)O (ethanol). Yields the product ClC1=C(C=CC=C1)CCC=1N=CNC1 (4-[2-(2-chloro-phenyl)-ethyl]-1H-imidazole). Yield: 28.9%. RXN SMILES: [Cl:1][C:2]1[CH:7]=[CH:6][CH:5]=[CH:4][C:3]=1[CH:8]=[CH:9][C:10]1[N:11]=[CH:12][N:13](C(C2C=CC=CC=2)(C2C=CC=CC=2)C2C=CC=CC=2)[CH:14]=1.C(Cl)(Cl)Cl.C(O)(=O)C.Cl>C(O)C.[Pd]>[Cl:1][C:2]1[CH:7]=[CH:6][CH:5]=[CH:4][C:3]=1[CH2:8][CH2:9][C:10]1[N:11]=[CH:12][NH:13][CH:14]=1. Procedure: To a stirred mixture of 4-[2-(2-chloro-phenyl)-vinyl]-1-trityl-1H-imidazole (329 mg) at r.t. in ethanol (7 ml) and chloroform (3 ml) under an argon atmosphere were added acetic acid (0.2 ml) and 10% Pd/C (30 mg). The mixture was hydrogenated (ambient pressure) over night. The catalyst was filtered off and washed with ethanol. The mixture was concentrated to leave a light brown gum. This material was taken up in ethanol (3 ml) and 2 N HCl (3 ml) and heated to reflux for 3 h. Then, the mixture was...